Task: describe an organic reaction: reactants, conditions, products, and yield. Dataset: the Open Reaction Database (ORD), a public repository of structured organic reaction records Starting materials: CC(=O)[O-], C#CCCCCO, CCCC[N+](CCCC)(CCCC)CCCC, O=C(Nc1ccc(I)cc1)C(F)(F)F, CC(=O)[O-], CC(=O)[O-], CN(C)C=O, [Pd+2]. The product is O=C(Nc1ccc(C#CCCCCO)cc1)C(F)(F)F. As a reaction SMILES: [C:27]([O-:28])(=[O:29])[CH3:30].[CH2:15]([CH2:16][CH2:17][CH2:18][C:19]#[CH:20])[OH:21].[CH2:31]([N+:32]([CH2:33][CH2:34][CH2:35][CH3:36])([CH2:37][CH2:38][CH2:39][CH3:40])[CH2:41][CH2:42][CH2:43][CH3:44])[CH2:45][CH2:46][CH3:47].[F:1][C:2]([C:3](=[O:4])[NH:5][c:6]1[cH:7][cH:8][c:9]([I:12])[cH:10][cH:11]1)([F:13])[F:14].[O-:49][C:50]([CH3:51])=[O:52].[O-:53][C:54]([CH3:55])=[O:56].[O:22]=[CH:23][N:24]([CH3:25])[CH3:26].[Pd+2:48]>>[F:1][C:2]([C:3](=[O:4])[NH:5][c:6]1[cH:7][cH:8][c:9]([C:20]#[C:19][CH2:18][CH2:17][CH2:16][CH2:15][OH:21])[cH:10][cH:11]1)([F:13])[F:14]. Reactants: C(C)(C)C=1C(NC(NC1SC1=CC(=CC(=C1)C)C)=O)=O (5-Isopropyl-6-(3,5-dimethylphenylthio)-2,4-pyrimidinedione), [Si](C)(C)(C(C)(C)C)OCC1CC=C(C1)CBr ((4-t-butyldimethylsilyloxymethylcyclopent-1-en-1-yl)methyl bromide). Yields the product OCC1CC=C(C1)CN1C(NC(C(=C1SC1=CC(=CC(=C1)C)C)C(C)C)=O)=O (1-[(4-Hydroxymethylcyclopent-1-en-1-yl)methyl]-5-isopropyl-6-(3,5-di-methylphenylthio)-2,4-pyrimidinedione). Yield: 33.1%. As a reaction SMILES: [CH:1]([C:4]1[C:5](=[O:20])[NH:6][C:7](=[O:19])[NH:8][C:9]=1[S:10][C:11]1[CH:16]=[C:15]([CH3:17])[CH:14]=[C:13]([CH3:18])[CH:12]=1)([CH3:3])[CH3:2].[Si]([O:28][CH2:29][CH:30]1[CH2:34][C:33]([CH2:35]Br)=[CH:32][CH2:31]1)(C(C)(C)C)(C)C>>[OH:28][CH2:29][CH:30]1[CH2:34][C:33]([CH2:35][N:8]2[C:9]([S:10][C:11]3[CH:12]=[C:13]([CH3:18])[CH:14]=[C:15]([CH3:17])[CH:16]=3)=[C:4]([CH:1]([CH3:3])[CH3:2])[C:5](=[O:20])[NH:6][C:7]2=[O:19])=[CH:32][CH2:31]1. Procedure details: 5-Isopropyl-6-(3,5-dimethylphenylthio)-2,4-pyrimidinedione and (4-t-butyldimethylsilyloxymethylcyclopent-1-en-1-yl)methyl bromide were reacted by the same way with the example 6 to obtain the titled compound (73 mg) Reactants: ClC1=C(C=CC=C1)C1=CC(=C(C=C1Cl)C(=O)N1CC=2N(CC3=C1C=CC=C3)C(=CC2)C(=O)O)OC (10-[(2′,6-Dichloro-3-methoxy-[1,1′-biphenyl]-4-yl)carbonyl]-10,11-dihydro-5H-pyrrolo[2,1-c][1,4]benzodiazepine-3-carboxylic acid), CNCC=1C=NC=CC1 (3-(methylaminomethyl) pyridine), ON1N=NC2=C1C=CC=C2 (1-hydroxybenzotriazole), Cl.CN(CCCN=C=NCC)C (1-[3-(dimethylamino)propyl]-3-ethyl carbodiimide hydrochloride), C(C)(C)N(C(C)C)CC (N,N-diisopropylethyl amine). Solvent: C(Cl)(Cl)Cl (chloroform), CN(C=O)C (N,N-dimethylformamide). Conditions: time 8 hour. Yields the product ClC1=C(C=CC=C1)C1=CC(=C(C=C1Cl)C(=O)N1CC=2N(CC3=C1C=CC=C3)C(=CC2)C(=O)N(CC=2C=NC=CC2)C)OC (10-[(2′,6-Dichloro-3-methoxy-[1,1′-biphenyl]-4-yl)carbonyl]-N-methyl-N-(pyridin-3-ylmethyl)-10,11-dihydro-5H-pyrrolo[2,1-c][1,4]benzodiazepine-3-carboxamide). The yield is 75.1%. Reaction SMILES: Cl[C:2]1[CH:7]=[CH:6][CH:5]=[CH:4][C:3]=1[C:8]1[C:13]([Cl:14])=[CH:12][C:11]([C:15]([N:17]2[C:23]3[CH:24]=[CH:25][CH:26]=[CH:27][C:22]=3[CH2:21][N:20]3[C:28]([C:31]([OH:33])=O)=[CH:29][CH:30]=[C:19]3[CH2:18]2)=[O:16])=[C:10]([O:34][CH3:35])[CH:9]=1.[CH3:36][NH:37][CH2:38][C:39]1[CH:40]=[N:41][CH:42]=[CH:43][CH:44]=1.ON1C2C=CC=CC=2N=N1.[ClH:55].CN(C)CCCN=C=NCC.C(N(CC)C(C)C)(C)C>CN(C)C=O.C(Cl)(Cl)Cl>[Cl:55][C:4]1[CH:5]=[CH:6][CH:7]=[CH:2][C:3]=1[C:8]1[C:13]([Cl:14])=[CH:12][C:11]([C:15]([N:17]2[C:23]3[CH:24]=[CH:25][CH:26]=[CH:27][C:22]=3[CH2:21][N:20]3[C:28]([C:31]([N:37]([CH3:36])[CH2:38][C:39]4[CH:40]=[N:41][CH:42]=[CH:43][CH:44]=4)=[O:33])=[CH:29][CH:30]=[C:19]3[CH2:18]2)=[O:16])=[C:10]([O:34][CH3:35])[CH:9]=1 |f:3.4|. Reported procedure: To a stirred solution of the 10-[(2′,6-dichloro-3-methoxy-[1,1′-biphenyl]-4-yl)carbonyl]-10,11-dihydro-5H-pyrrolo[2,1-c][1,4]benzodiazepine carboxylic acid of Step C (0.250 g, 0.49 mmol) in N,N-dimethylformamide (2 mL) was added 3-(methylaminomethyl) pyridine (0,073 g, 0.59 mmol), 1-hydroxybenzotriazole (0.074 g, 0.54 mmol), 1-[3-(dimethylamino)propyl]-3-ethyl carbodiimide hydrochloride (0.093 g, 0.54 mmol), and N,N-diisopropylethyl amine (0.096 g, 0.74 mmol). After stirring overnight, the react... The reactants are [N+](=O)(O)[O-] (nitric acid), CC(=O)C1=C(C=CC(=C1)F)O (5-Fluoro-2-hydroxyacetophenone), O (water). Run in S(O)(O)(=O)=O (sulphuric acid), S(O)(O)(=O)=O (sulphuric acid). Run at temperature -20 celsius. Yields the product CC(=O)C1=CC(=CC(=C1O)[N+](=O)[O-])F (5-fluoro-2-hydroxy-3-nitroacetophenone). Reaction SMILES: [CH3:1][C:2]([C:4]1[CH:9]=[C:8]([F:10])[CH:7]=[CH:6][C:5]=1[OH:11])=[O:3].[N+:12]([O-])([OH:14])=[O:13].O>S(=O)(=O)(O)O>[CH3:1][C:2]([C:4]1[C:5]([OH:11])=[C:6]([N+:12]([O-:14])=[O:13])[CH:7]=[C:8]([F:10])[CH:9]=1)=[O:3]. Procedure: 5-Fluoro-2-hydroxyacetophenone (20.0 g) was dissolved in concentrated sulphuric acid (150 ml), and the mixture was cooled to -20° C. A mixture of concentrated nitric acid (17.0 ml; s.g. 1.42) in concentrated sulphuric acid (18.0 ml) was then added to it, dropwise with stirring, keeping the temperature of the reaction mixture between -15° and -5° C. The reaction mixture was then allowed to warm up to -5° C. and was poured into iced water (2 liters). The yellow precipitated product was filtered of... The reactants are ClC=1C=C(CN2CCC(CC2)=O)C=CC1Cl (1-(3,4-Dichlorobenzyl)-4-piperidinone), C(C)(C)(C)OC(=O)NCCN (N-(tert-butoxycarbonyl)-ethylenediamine), C(C)(=O)O[BH-](OC(C)=O)OC(C)=O.[Na+] (sodium triacetoxyborohydride). Run in ClCCl (dichloromethane). The product is C(C)(C)(C)OC(NCCNC1CCN(CC1)CC1=CC(=C(C=C1)Cl)Cl)=O (tert-Butyl-2-{[1-(3,4-dichlorobenzyl)-4-piperidinyl]amino}ethylcarbamate). RXN SMILES: [Cl:1][C:2]1[CH:3]=[C:4]([CH:13]=[CH:14][C:15]=1[Cl:16])[CH2:5][N:6]1[CH2:11][CH2:10][C:9](=O)[CH2:8][CH2:7]1.[C:17]([O:21][C:22]([NH:24][CH2:25][CH2:26][NH2:27])=[O:23])([CH3:20])([CH3:19])[CH3:18].C(O[BH-](OC(=O)C)OC(=O)C)(=O)C.[Na+]>ClCCl>[C:17]([O:21][C:22](=[O:23])[NH:24][CH2:25][CH2:26][NH:27][CH:9]1[CH2:10][CH2:11][N:6]([CH2:5][C:4]2[CH:13]=[CH:14][C:15]([Cl:16])=[C:2]([Cl:1])[CH:3]=2)[CH2:7][CH2:8]1)([CH3:20])([CH3:18])[CH3:19] |f:2.3|. Reported procedure: A solution of the product from step (i) (1.61 g), N-(tert-butoxycarbonyl)-ethylenediamine (1 g) and sodium triacetoxyborohydride (2.12 g) in dichloromethane (20 ml) was stirred at room temperature for 3 h. The mixture was partitioned between water and ethyl acetate, the organic layer dried and evaporated under reduced pressure. Yield 1.28 g. Starting materials: ClC=1N=C2N(C(C1)=O)CC[C@H](N2)C(F)(F)F ((8S)-2-chloro-8-trifluoromethyl-6,7,8,9-tetrahydropyrimido[1,2-a]pyrimidin-4-one), ClCC1=NN(C2=CC=CC=C12)C (3-chloromethyl-1-methyl-1H-indazole). Yields the product ClC=1N=C2N(C(C1)=O)CC[C@H](N2CC2=NN(C1=CC=CC=C21)C)C(F)(F)F ((8S)-2-chloro-9-(1-methyl-1H-indazol-3-ylmethyl)-8-trifluoromethyl-6,7,8,9-tetrahydropyrimido[1,2-a]pyrimidin-4-one). RXN SMILES: [Cl:1][C:2]1[N:3]=[C:4]2[NH:12][C@H:11]([C:13]([F:16])([F:15])[F:14])[CH2:10][CH2:9][N:5]2[C:6](=[O:8])[CH:7]=1.Cl[CH2:18][C:19]1[C:27]2[C:22](=[CH:23][CH:24]=[CH:25][CH:26]=2)[N:21]([CH3:28])[N:20]=1>>[Cl:1][C:2]1[N:3]=[C:4]2[N:12]([CH2:18][C:19]3[C:27]4[C:22](=[CH:23][CH:24]=[CH:25][CH:26]=4)[N:21]([CH3:28])[N:20]=3)[C@H:11]([C:13]([F:14])([F:15])[F:16])[CH2:10][CH2:9][N:5]2[C:6](=[O:8])[CH:7]=1. Procedure: 180 mg (0.71 mmol) of (8S)-2-chloro-8-trifluoromethyl-6,7,8,9-tetrahydropyrimido[1,2-a]pyrimidin-4-one and 145.39 mg (0.78 mmol) of 3-chloromethyl-1-methyl-1H-indazole were used in the reaction. After purification by chromatography on silica gel (eluent: 80/20 DCM/MeOH), 250 mg of (8S)-2-chloro-9-(1-methyl-1H-indazol-3-ylmethyl)-8-trifluoromethyl-6,7,8,9-tetrahydropyrimido[1,2-a]pyrimidin-4-one are obtained, the characteristics of which are as follows: Starting materials: C1CCC2=NCCCN2CC1, O=C(Nc1cccc2cnccc12)C(Cl)(Cl)Cl, NCCc1c(Cl)cccc1Cl. Yields the product O=C(NCCc1c(Cl)cccc1Cl)Nc1cccc2cnccc12. As a reaction SMILES: [CH2:29]1[CH2:30][CH2:31][C:32]2=[N:37][CH2:36][CH2:35][CH2:34][N:33]2[CH2:38][CH2:39]1.[Cl:12][C:13]([C:14](=[O:15])[NH:16][c:17]1[c:18]2[cH:19][cH:20][n:21][cH:22][c:23]2[cH:24][cH:25][cH:26]1)([Cl:27])[Cl:28].[Cl:1][c:2]1[c:3]([CH2:9][CH2:10][NH2:11])[c:4]([Cl:8])[cH:5][cH:6][cH:7]1>>[Cl:1][c:2]1[c:3]([CH2:9][CH2:10][NH:11][C:14](=[O:15])[NH:16][c:17]2[c:18]3[cH:19][cH:20][n:21][cH:22][c:23]3[cH:24][cH:25][cH:26]2)[c:4]([Cl:8])[cH:5][cH:6][cH:7]1.